Dataset: the Open Reaction Database (ORD), a public repository of structured organic reaction records. Task: describe an organic reaction: reactants, conditions, products, and yield Reactants: CC(C)(C)CCO, O, Cc1ccc(S(=O)(=O)O)cc1, Cc1nc(NC(=O)Cc2cccc3[nH]ncc23)sc1C(=O)NC(CNC(=O)c1cccs1)C(=O)O. The product is Cc1nc(NC(=O)Cc2cccc3[nH]ncc23)sc1C(=O)NC(CNC(=O)c1cccs1)C(=O)OCCC(C)(C)C. RXN SMILES: [CH3:36][C:37]([CH2:38][CH2:39][OH:40])([CH3:41])[CH3:42].[OH2:43].[c:44]1([CH3:45])[cH:46][cH:47][c:48]([S:49]([OH:50])(=[O:51])=[O:52])[cH:53][cH:54]1.[nH:1]1[n:2][cH:3][c:4]2[c:5]([CH2:10][C:11](=[O:12])[NH:13][c:14]3[s:15][c:16]([C:20](=[O:21])[NH:22][CH:23]([C:24](=[O:25])[OH:26])[CH2:27][NH:28][C:29](=[O:30])[c:31]4[s:32][cH:33][cH:34][cH:35]4)[c:17]([CH3:19])[n:18]3)[cH:6][cH:7][cH:8][c:9]12>>[nH:1]1[n:2][cH:3][c:4]2[c:5]([CH2:10][C:11](=[O:12])[NH:13][c:14]3[s:15][c:16]([C:20](=[O:21])[NH:22][CH:23]([C:24]([O:25][CH2:39][CH2:38][C:37]([CH3:36])([CH3:41])[CH3:42])=[O:26])[CH2:27][NH:28][C:29](=[O:30])[c:31]4[s:32][cH:33][cH:34][cH:35]4)[c:17]([CH3:19])[n:18]3)[cH:6][cH:7][cH:8][c:9]12.